Task: describe an organic reaction: reactants, conditions, products, and yield. Dataset: the Open Reaction Database (ORD), a public repository of structured organic reaction records The reactants are BrC1=C(OC2=CC(=NC=N2)N)C=CC=C1 (6-(2-bromophenoxy)pyrimidin-4-amine), FC1=C(C=CC(=C1)B1OC(C(O1)(C)C)(C)C)C=1C=NC(=NC1)N (5-(2-fluoro-4-(4,4,5,5-tetramethyl-1,3,2-dioxaborolan-2-yl)phenyl)pyrimidin-2-amine). Product: NC1=CC(=NC=N1)OC1=C(C=CC=C1)C1=CC(=C(C=C1)C=1C=NC(=NC1)N)F (5-{2′-[(6-Aminopyrimidin-4-yl)oxy]-3-fluorobiphenyl-4-yl}pyrimidin-2-amine). RXN SMILES: Br[C:2]1[CH:15]=[CH:14][CH:13]=[CH:12][C:3]=1[O:4][C:5]1[N:10]=[CH:9][N:8]=[C:7]([NH2:11])[CH:6]=1.[F:16][C:17]1[CH:22]=[C:21](B2OC(C)(C)C(C)(C)O2)[CH:20]=[CH:19][C:18]=1[C:32]1[CH:33]=[N:34][C:35]([NH2:38])=[N:36][CH:37]=1>>[NH2:11][C:7]1[N:8]=[CH:9][N:10]=[C:5]([O:4][C:3]2[CH:12]=[CH:13][CH:14]=[CH:15][C:2]=2[C:21]2[CH:20]=[CH:19][C:18]([C:32]3[CH:37]=[N:36][C:35]([NH2:38])=[N:34][CH:33]=3)=[C:17]([F:16])[CH:22]=2)[CH:6]=1. Procedure: The title compound was prepared in a manner similar to that described in Example 88 using 6-(2-bromophenoxy)pyrimidin-4-amine and 5-(2-fluoro-4-(4,4,5,5-tetramethyl-1,3,2-dioxaborolan-2-yl)phenyl)pyrimidin-2-amine. MS (ESI): mass calcd. for C20H15FN6O, 374.13; m/z found, 375.0 [M+H]+. 1H NMR (500 MHz, DMSO-d6) δ 8.38 (s, 2H), 7.92 (s, 1H), 7.47 (m, 2H), 7.40 (d, J=6.4, 1H), 7.36-7.23 (m, 3H), 7.11 (d, J=7.7, 1H), 6.68 (br, 4H), 5.68 (s, 1H). Reactants: C(CCCC)[SiH]1CCC(CC1)C1=CC=C(C=C1)Br (4-(4-n-pentyl-4-silacyclohexyl)-1-bromobenzene), [Mg] (magnesium), C(C)OP(OCC)OCC (triethylphosphite), BrCCC1=CC=C(C=C1)C1=C(C(=C(C=C1)OCCC)F)F (4-(2-bromoethyl)-2',3'-difluoro-4'-n-propoxybiphenyl). The reagents and catalysts are [Cu]I (copper (I) iodide). Solvent: C1CCOC1 (THF), C1CCOC1 (THF). Product: C(CCCC)[SiH]1CCC(CC1)C1=CC=C(C=C1)CCC1=C(C=CC=C1)C1=C(C(=C(C=C1)OCCC)F)F (2-(4-(4-n-pentyl-4-silacyclohexyl)phenyl)ethyl-2',3'-difluoro-4'-n-propoxybiphenyl). As a reaction SMILES: [CH2:1]([SiH:6]1[CH2:11][CH2:10][CH:9]([C:12]2[CH:17]=[CH:16][C:15](Br)=[CH:14][CH:13]=2)[CH2:8][CH2:7]1)[CH2:2][CH2:3][CH2:4][CH3:5].[Mg].BrCC[C:23]1[CH:28]=[CH:27][C:26]([C:29]2[CH:34]=[CH:33][C:32]([O:35][CH2:36][CH2:37][CH3:38])=[C:31]([F:39])[C:30]=2[F:40])=[CH:25][CH:24]=1.[CH2:41](OP(OCC)OCC)[CH3:42]>[Cu]I.C1COCC1>[CH2:1]([SiH:6]1[CH2:11][CH2:10][CH:9]([C:12]2[CH:17]=[CH:16][C:15]([CH2:41][CH2:42][C:25]3[CH:24]=[CH:23][CH:28]=[CH:27][C:26]=3[C:29]3[CH:34]=[CH:33][C:32]([O:35][CH2:36][CH2:37][CH3:38])=[C:31]([F:39])[C:30]=3[F:40])=[CH:14][CH:13]=2)[CH2:8][CH2:7]1)[CH2:2][CH2:3][CH2:4][CH3:5]. Reported procedure: 6.5 g (20 mmol) of 4-(4-n-pentyl-4-silacyclohexyl)-1-bromobenzene was dripped into a mixture of 0.5 g of magnesium (21 mmol) and 50 ml of THF to obtain a Grignard's reagent. This solution was then dripped into a 50 ml THF solution of 7.1 g (20 mmol) of 4-(2-bromoethyl)-2',3'-difluoro-4'-n-propoxybiphenyl and catalytic amounts of copper (I) iodide and triethylphosphite to obtain the crude product, which was a mixture of trans isomers and cis isomers with respect to the silacyclohexane ring. After... The reactants are CN1C=CC2=CC=CC(=C12)C=O (1-methyl-1H-indole-7-carbaldehyde), [BH4-].[Na+] (sodium borohydride). The solvent is C(C)O (ethanol). Run at time 2 hour. Product: CN1C=CC2=CC=CC(=C12)CO ((1-methyl-1H-indol-7-yl)-methanol). Reaction SMILES: [CH3:1][N:2]1[C:10]2[C:5](=[CH:6][CH:7]=[CH:8][C:9]=2[CH:11]=[O:12])[CH:4]=[CH:3]1.[BH4-].[Na+]>C(O)C>[CH3:1][N:2]1[C:10]2[C:5](=[CH:6][CH:7]=[CH:8][C:9]=2[CH2:11][OH:12])[CH:4]=[CH:3]1 |f:1.2|. Procedure: 10.8 g 1-methyl-1H-indole-7-carbaldehyde are dissolved in 150 ml of ethanol, cooled to 0° C. and combined batchwise with 1.3 g sodium borohydride. After the addition has ended the cooling bath is removed and the mixture is stirred for another 2 hours at ambient temperature. Then 68 ml 1 M sodium hydroxide solution are added, the mixture is stirred for 10 minutes and then most of the ethanol is eliminated in vacuo. The residue is divided between water and ethyl acetate and the aqueous phase is ex... Starting materials: C(CC(C)C)Br (isoamyl bromide), CNC1=CC=CC=C1 (N-methyl-aniline), C1=CC=CC=C1 (benzene). The solvent is C(C)N(CC)CC (triethylamine). Product: CN(C1=CC=CC=C1)CCC(C)C (N-methyl-N-(3-methylbutyl)-aniline). The yield is 63.4%. As a reaction SMILES: [CH2:1](Br)[CH2:2][CH:3]([CH3:5])[CH3:4].[CH3:7][NH:8][C:9]1[CH:14]=[CH:13][CH:12]=[CH:11][CH:10]=1.C1C=CC=CC=1>C(N(CC)CC)C>[CH3:7][N:8]([CH2:1][CH2:2][CH:3]([CH3:5])[CH3:4])[C:9]1[CH:14]=[CH:13][CH:12]=[CH:11][CH:10]=1. Reported procedure: 121 g of isoamyl bromide were added dropwise to a mixture of 86 g of N-methyl-aniline, 500 ml of anhydrous benzene and 81 g of anhydrous triethylamine and the mixture was refluxed for 100 hours and was filtered. The filtrate was washed with water, dried and evaporated to dryness. The residue was distilled to obtain 90 g of N-methyl-N-(3-methylbutyl)-aniline boiling at 132° C. at 18 mm Hg. Starting materials: C(C1=CC=CC=C1)N1CCC(CC1)(C(=O)[NH2]=O)C1=CC=C(C=C1)F (1-Benzyl-4-(4-fluoro-phenyl)-piperidine-4-carboxylic acid amide N-oxide), C(C)(=O)O (acetic acid), Cl (hydrochloric acid), [H][H] (hydrogen), [H][H] (hydrogen). The reagents and catalysts are [Pd] (palladium-on-carbon). Solvent: C(C)(=O)OCC (ethyl acetate). The product is Cl.FC1=CC=C(C=C1)C1(CCNCC1)C(=O)N (4-(4-fluoro-phenyl)-piperidine-4-carboxylic acid amide hydrochloride). Reaction SMILES: C([N:8]1[CH2:13][CH2:12][C:11]([C:18]2[CH:23]=[CH:22][C:21]([F:24])=[CH:20][CH:19]=2)([C:14]([NH2:16]=O)=[O:15])[CH2:10][CH2:9]1)C1C=CC=CC=1.C(O)(=O)C.[H][H].[ClH:31]>C(OCC)(=O)C.[Pd]>[ClH:31].[F:24][C:21]1[CH:22]=[CH:23][C:18]([C:11]2([C:14]([NH2:16])=[O:15])[CH2:10][CH2:9][NH:8][CH2:13][CH2:12]2)=[CH:19][CH:20]=1 |f:6.7|. Procedure details: 1-Benzyl-4-(4-fluoro-phenyl)-piperidine-4-carboxylic acid amide N-oxide (5.3 g, 16.3 mmol) and 10% palladium-on-carbon (0.6 g) and acetic acid (100 mL) were combined in a pressure vessel. The reaction mixture was treated with hydrogen on a Parr apparatus at an initial pressure of 53 psi of hydrogen. When hydrogen consumption stopped the catalyst was removed by filtration. The filtrate was evaporated in vacuo to give a residue. The residue was dissolved in ethyl acetate (150 mL), acidified by the... Starting materials: C(C)(C)N1CCNCC1 (isopropylpiperazine), BrCC1=CN=C(O1)C1=C2C=NN(C2=CC(=C1)Cl)S(=O)(=O)C1=CC=CC=C1 (5-(Bromomethyl)-2-(6-chloro-1-(phenylsulfonyl)-1H-indazol-4-yl)oxazole), C(C)[N-]CC (Diethylamide). The solvent is CS(=O)C (DMSO). Run at temperature 50 celsius, time 1 hour. The product is ClC1=CC(=C2C=NN(C2=C1)S(=O)(=O)C1=CC=CC=C1)C=1OC(=CN1)CN1CCN(CC1)C(C)C (2-(6-chloro-1-(phenylsulfonyl)-1H-indazol-4-yl)-5-((4-isopropylpiperazin-1-yl)methyl)oxazole). RXN SMILES: [CH:1]([N:4]1[CH2:9][CH2:8][NH:7][CH2:6][CH2:5]1)([CH3:3])[CH3:2].Br[CH2:11][C:12]1[O:16][C:15]([C:17]2[CH:25]=[C:24]([Cl:26])[CH:23]=[C:22]3[C:18]=2[CH:19]=[N:20][N:21]3[S:27]([C:30]2[CH:35]=[CH:34][CH:33]=[CH:32][CH:31]=2)(=[O:29])=[O:28])=[N:14][CH:13]=1.C([N-]CC)C>CS(C)=O>[Cl:26][C:24]1[CH:23]=[C:22]2[C:18]([CH:19]=[N:20][N:21]2[S:27]([C:30]2[CH:31]=[CH:32][CH:33]=[CH:34][CH:35]=2)(=[O:29])=[O:28])=[C:17]([C:15]2[O:16][C:12]([CH2:11][N:7]3[CH2:8][CH2:9][N:4]([CH:1]([CH3:3])[CH3:2])[CH2:5][CH2:6]3)=[CH:13][N:14]=2)[CH:25]=1. Procedure details: DMSO (7 vols, 70 ml) and isopropylpiperazine (1.5 eq, 0.387 wt, 0.431 vol, 4.31 ml, 3.87 g) are charged to a clean vessel. 5-(Bromomethyl)-2-(6-chloro-1-(phenylsulfonyl)-1H-indazol-4-yl)oxazole (1.0 eq, 10 g (9.13 g corrected for assay), 1 wt) is added in 5 portions at 20° C. over 1 hr and the mixture stirred for 1 hr. The mixture is heated to 50° C. and aged for 1 hr, then checked for consumption of starting material by HPLC. Diethylamide (1.2 eq, 0.244 wt, 0.336 vol, 2.44 g, 3.36 ml) is added ... The reactants are NC=1SC=C(N1)C1=CC=C(C(=O)O)C=C1 (4-(2-aminothiazol-4-yl)benzoic acid), Cl.ClC=1C=C2C=CC(=CC2=CC1)S(=O)(=O)N1CCNCC1 (1-[(6-chloronaphthalen-2-yl)sulfonyl]piperazine hydrochloride). Yields the product Cl.NC=1SC=C(N1)C1=CC=C(C(=O)N2CCN(CC2)S(=O)(=O)C2=CC3=CC=C(C=C3C=C2)Cl)C=C1 (1-[4-(2-Aminothiazol-4-yl)benzoyl]-4-[(6-chloronaphthalen-2-yl)sulfonyl]piperazine hydrochloride). Reaction SMILES: [NH2:1][C:2]1[S:3][CH:4]=[C:5]([C:7]2[CH:15]=[CH:14][C:10]([C:11]([OH:13])=O)=[CH:9][CH:8]=2)[N:6]=1.Cl.[Cl:17][C:18]1[CH:19]=[C:20]2[C:25](=[CH:26][CH:27]=1)[CH:24]=[C:23]([S:28]([N:31]1[CH2:36][CH2:35][NH:34][CH2:33][CH2:32]1)(=[O:30])=[O:29])[CH:22]=[CH:21]2>>[ClH:17].[NH2:1][C:2]1[S:3][CH:4]=[C:5]([C:7]2[CH:8]=[CH:9][C:10]([C:11]([N:34]3[CH2:33][CH2:32][N:31]([S:28]([C:23]4[CH:22]=[CH:21][C:20]5[C:25](=[CH:26][CH:27]=[C:18]([Cl:17])[CH:19]=5)[CH:24]=4)(=[O:30])=[O:29])[CH2:36][CH2:35]3)=[O:13])=[CH:14][CH:15]=2)[N:6]=1 |f:1.2,3.4|. Reported procedure: In the same manner as in Example A-4, a reaction was effected using 4-(2-aminothiazol-4-yl)benzoic acid and 1-[(6-chloronaphthalen-2-yl)sulfonyl]piperazine hydrochloride as starting materials, whereby the title compound was obtained.